This data is from the Open Reaction Database (ORD), a public repository of structured organic reaction records. The task is: describe an organic reaction: reactants, conditions, products, and yield Reactants: [Cl-].[Cl-].C(CC)OP(O)(O)=O (phosphoric acid monopropyl ester-dichloride), C(=C)Cl (vinyl chloride), ClCl (chlorine). The product is 16g, [Cl-].[Cl-].ClC(CCl)OP(O)=O (phosphonic acid (1,2-dichloroethyl) ester-dichloride). Yield: 62.5%. As a reaction SMILES: C([Cl:3])=C.[Cl:4]Cl.[Cl-:6].[Cl-:7].[CH2:8]([O:11][P:12](=[O:15])(O)[OH:13])[CH2:9]C>>[Cl-:3].[Cl-:4].[Cl:6][CH:8]([O:11][PH:12](=[O:15])[OH:13])[CH2:9][Cl:7] |f:2.3.4,5.6.7|. Procedure: 20 g of vinyl chloride and 20 g of chlorine are passed into 20 g of phosphoric acid monopropyl ester-dichloride, the reaction temperature being kept between 0° C. and +10° C. by cooling. Working up by the distillation gives 16g (=62.5% of theory) of phosphonic acid (1,2-dichloroethyl) ester-dichloride, which has a boiling range of 56° - 60° C./0.1 mm Hg. Reactants: CCOC(C)=O, CC(C)C1CNCCN1C(=O)OC(C)(C)C, CO, Cl, C1COCCO1. The product is CC(C)C1CNCCN1. RXN SMILES: [CH3:18][CH2:19][O:20][C:21](=[O:22])[CH3:23].[CH3:1][CH:2]([CH3:3])[CH:4]1[N:5]([C:10]([O:11][C:12]([CH3:13])([CH3:14])[CH3:15])=[O:16])[CH2:6][CH2:7][NH:8][CH2:9]1.[CH3:24][OH:25].[ClH:17].[O:26]1[CH2:27][CH2:28][O:29][CH2:30][CH2:31]1>>[CH3:1][CH:2]([CH3:3])[CH:4]1[NH:5][CH2:6][CH2:7][NH:8][CH2:9]1.